Dataset: the Open Reaction Database (ORD), a public repository of structured organic reaction records. Task: describe an organic reaction: reactants, conditions, products, and yield Starting materials: [H-].[Na+] (sodium hydride), FC=1C=C(C=CC1F)CC#N (3,4-difluorophenylacetonitrile), BrCCOC1OCCCC1 (2-(2-bromoethoxy)tetrahydropyran). Run in C1CCOC1 (THF), C1CCOC1 (THF), C1CCOC1 (THF). Reaction conditions: time 3 hour. The product is FC=1C=C(C=CC1F)C(C#N)CCOC1OCCCC1 (2-(3,4-Difluorophenyl)-4-(tetrahydropyran-2-yloxy)butanenitrile). The yield is 54.0%. RXN SMILES: [H-].[Na+].[F:3][C:4]1[CH:5]=[C:6]([CH2:11][C:12]#[N:13])[CH:7]=[CH:8][C:9]=1[F:10].Br[CH2:15][CH2:16][O:17][CH:18]1[CH2:23][CH2:22][CH2:21][CH2:20][O:19]1>C1COCC1>[F:3][C:4]1[CH:5]=[C:6]([CH:11]([CH2:15][CH2:16][O:17][CH:18]2[CH2:23][CH2:22][CH2:21][CH2:20][O:19]2)[C:12]#[N:13])[CH:7]=[CH:8][C:9]=1[F:10] |f:0.1|. Reported procedure: 14.4 g of sodium hydride as a 60% dispersion in oil are suspended in 250 ml of THF and cooled in a water bath. A solution of 50 g of 3,4-difluorophenylacetonitrile in 50 ml of THF is added dropwise, the mixture is then left to stand for 3 hours at RT and a solution of 68.16 g of 2-(2-bromoethoxy)tetrahydropyran in 100 ml of THF is added dropwise. After one night at RT, the mixture is acidified with a buffer of pH 2, the THF is evaporated off and the residue is taken up with water and extracted w... Starting materials: O=Cc1nccn1C(c1ccccc1)(c1ccccc1)c1ccccc1, CC(=O)O[BH-](OC(C)=O)OC(C)=O, CCOC(C)=O, Cc1ccccc1, [Mg+2], NCc1ccccc1, [Na+], O=S(=O)([O-])[O-], O. Product: c1ccc(CNCc2nccn2C(c2ccccc2)(c2ccccc2)c2ccccc2)cc1. RXN SMILES: [C:1]([c:2]1[cH:3][cH:4][cH:5][cH:6][cH:7]1)([c:8]1[cH:9][cH:10][cH:11][cH:12][cH:13]1)([c:14]1[cH:15][cH:16][cH:17][cH:18][cH:19]1)[n:20]1[c:21]([CH:25]=[O:26])[n:22][cH:23][cH:24]1.[C:41]([O:42][BH-:43]([O:44][C:45](=[O:46])[CH3:47])[O:48][C:49](=[O:50])[CH3:51])(=[O:52])[CH3:53].[C:62]([O:63][CH2:64][CH3:65])(=[O:66])[CH3:67].[CH3:55][c:56]1[cH:57][cH:58][cH:59][cH:60][cH:61]1.[Mg+2:27].[NH2:33][CH2:34][c:35]1[cH:36][cH:37][cH:38][cH:39][cH:40]1.[Na+:54].[O-:28][S:29](=[O:30])(=[O:31])[O-:32].[OH2:68]>>[C:1]([c:2]1[cH:3][cH:4][cH:5][cH:6][cH:7]1)([c:8]1[cH:9][cH:10][cH:11][cH:12][cH:13]1)([c:14]1[cH:15][cH:16][cH:17][cH:18][cH:19]1)[n:20]1[c:21]([CH2:25][NH:33][CH2:34][c:35]2[cH:36][cH:37][cH:38][cH:39][cH:40]2)[n:22][cH:23][cH:24]1. As a reaction SMILES: [CH3:1][Si](C=[N+]=[N-])(C)C.[Br:8][C:9]1[CH:14]=[CH:13][C:12]([NH:15][C:16]2[C:21]([C:22]([OH:24])=[O:23])=[CH:20][N:19]=[C:18]([Cl:25])[C:17]=2[Cl:26])=[C:11]([Cl:27])[CH:10]=1>>[CH3:1][O:23][C:22](=[O:24])[C:21]1[C:16]([NH:15][C:12]2[CH:13]=[CH:14][C:9]([Br:8])=[CH:10][C:11]=2[Cl:27])=[C:17]([Cl:26])[C:18]([Cl:25])=[N:19][CH:20]=1. The product is COC(C1=CN=C(C(=C1NC1=C(C=C(C=C1)Br)Cl)Cl)Cl)=O (4-(4-bromo-2-chlorophenylamino)-5,6-dichloronicotinic acid methyl ester), solid. Procedure: Trimethylsilyldiazomethane (2.0 M solution in hexanes, 37 mL, 74 mmol) was added slowly to a suspension of 4-(4-bromo-2-chloro-phenylamino)-5,6-dichloronicotinic acid (25) (14.67 g, 37 mmol). After the addition was complete the resulting slurry was diluted with hexanes (600 mL) and the solids isolated by filtration washing with hexanes. The desired product was isolated as an off-white solid (10.06 g). The hexanes washes were concentrated and the solids passed through a plug of silica gel eluting... The reactants are C[Si](C)(C)C=[N+]=[N-] (Trimethylsilyldiazomethane), BrC1=CC(=C(C=C1)NC1=C(C(=NC=C1C(=O)O)Cl)Cl)Cl (4-(4-bromo-2-chlorophenylamino)-5,6-dichloronicotinic acid). Solvent: hexanes.